Dataset: the Open Reaction Database (ORD), a public repository of structured organic reaction records. Task: describe an organic reaction: reactants, conditions, products, and yield RXN SMILES: [Br-:23].[C:1]([CH3:2])([CH3:3])([CH3:4])[O:5][C:6](=[O:7])[N:8]1[CH:9]([CH:21]=[O:22])[CH:10]([O:13][Si:14]([CH3:15])([CH3:16])[C:17]([CH3:18])([CH3:19])[CH3:20])[CH2:11][CH2:12]1.[CH2:26]1[O:27][CH2:28][CH2:29][CH2:30]1.[CH3:24][Mg+:25]>>[C:1]([CH3:2])([CH3:3])([CH3:4])[O:5][C:6](=[O:7])[N:8]1[CH:9]([CH:21]([OH:22])[CH3:24])[CH:10]([O:13][Si:14]([CH3:15])([CH3:16])[C:17]([CH3:18])([CH3:19])[CH3:20])[CH2:11][CH2:12]1. Reactants: [Br-], CC(C)(C)OC(=O)N1CCC(O[Si](C)(C)C(C)(C)C)C1C=O, C1CCOC1, C[Mg+]. Yields the product CC(O)C1C(O[Si](C)(C)C(C)(C)C)CCN1C(=O)OC(C)(C)C.